This data is from the Open Reaction Database (ORD), a public repository of structured organic reaction records. The task is: describe an organic reaction: reactants, conditions, products, and yield Starting materials: FC1=CC=C(C=C1)SCC1=CC(N(C=C1)C1=CC(=C(C=C1)OCOCC[Si](C)(C)C)OC)=O (4-((4-fluorophenylthio)methyl)-1-(3-methoxy-4-((2-(trimethylsilyl)ethoxy)methoxy)phenyl)pyridin-2(1H)-one), CO (MeOH), Cl.O1CCOCC1 (HCl Dioxane). The solvent is C(Cl)Cl (CH2Cl2). Reaction conditions: time 2 hour. Yields the product FC1=CC=C(C=C1)SCC1=CC(N(C=C1)C1=CC(=C(C=C1)OCC(C)(C)O)OC)=O (4-((4-Fluorophenylthio)methyl)-1-(4-(2-hydroxy-2-methylpropoxy)-3-methoxyphenyl)pyridin-2(1H)-one). As a reaction SMILES: [F:1][C:2]1[CH:7]=[CH:6][C:5]([S:8][CH2:9][C:10]2[CH:15]=[CH:14][N:13]([C:16]3[CH:21]=[CH:20][C:19]([O:22][CH2:23]OCC[Si](C)(C)C)=[C:18]([O:31][CH3:32])[CH:17]=3)[C:12](=[O:33])[CH:11]=2)=[CH:4][CH:3]=1.[CH3:34]O.Cl.[O:37]1[CH2:42][CH2:41]OCC1>C(Cl)Cl>[F:1][C:2]1[CH:7]=[CH:6][C:5]([S:8][CH2:9][C:10]2[CH:15]=[CH:14][N:13]([C:16]3[CH:21]=[CH:20][C:19]([O:22][CH2:23][C:42]([OH:37])([CH3:34])[CH3:41])=[C:18]([O:31][CH3:32])[CH:17]=3)[C:12](=[O:33])[CH:11]=2)=[CH:4][CH:3]=1 |f:2.3|. Procedure details: To a solution of 4-((4-fluorophenylthio)methyl)-1-(3-methoxy-4-((2-(trimethylsilyl)ethoxy)methoxy)phenyl)pyridin-2(1H)-one Part A (64 mg, 0.13 mmol) in CH2Cl2 (1.0 mL) and MeOH (1.0 mL) was added 4M HCl/Dioxane (2 mL, 8M mmol). After stirring at RT for 2 h, concentration under vacuum provided the crude phenol as a white solid. LC-MS, [M+H]+=358. Starting materials: BrC(C(=O)C=1C=CC2=C(NC(C(O2)C)=O)C1)C (6-(2-bromopropionyl)-2-methyl-3-oxo-3,4-dihydro-2H-1,4-benzoxazine), NC1=NC=CC(=C1)C (2-amino-4-picoline). Run in C(C)#N (acetonitrile). Reaction conditions: time 30 minute. Product: CC1=C(N=C2N1C=CC(=C2)C)C=2C=CC1=C(NC(C(O1)C)=O)C2 (6-(3,7-dimethylimidazo[1,2-a]pyridin-2-yl)-2-methyl-3-oxo-3,4-dihydro-2H-1,4-benzoxazine). Yield: 45.3%. RXN SMILES: Br[CH:2]([CH3:17])[C:3]([C:5]1[CH:6]=[CH:7][C:8]2[O:13][CH:12]([CH3:14])[C:11](=[O:15])[NH:10][C:9]=2[CH:16]=1)=O.[NH2:18][C:19]1[CH:24]=[C:23]([CH3:25])[CH:22]=[CH:21][N:20]=1>C(#N)C>[CH3:17][C:2]1[N:20]2[CH:21]=[CH:22][C:23]([CH3:25])=[CH:24][C:19]2=[N:18][C:3]=1[C:5]1[CH:6]=[CH:7][C:8]2[O:13][CH:12]([CH3:14])[C:11](=[O:15])[NH:10][C:9]=2[CH:16]=1. Reported procedure: A solution of 6-(2-bromopropionyl)-2-methyl-3-oxo-3,4-dihydro-2H-1,4-benzoxazine (1.5 g) and 2-amino-4-picoline (1.6 g) in acetonitrile (60 ml) was refluxed for 2.5 hours and the reaction mixture was evaporated under reduced pressure. A mixture of ethyl acetate and 5% hydrochloric acid was added to the residue and the resultant mixture was stirred at ambient temperature for 30 minutes. The precipitate was collected by filtration and suspended in water. The mixture was adjusted to pH 7.5 with 20%... Starting materials: CO, C[O-], CC(C)O, Cl, [Na+], CC(=O)SC1COC(COc2ccccc2)C1, C1CCOC1. The product is SC1COC(COc2ccccc2)C1. Reaction SMILES: [CH3:18][OH:19].[CH3:20][O-:21].[CH:23]([OH:24])([CH3:25])[CH3:26].[ClH:27].[Na+:22].[O:1]([c:2]1[cH:3][cH:4][cH:5][cH:6][cH:7]1)[CH2:8][CH:9]1[CH2:10][CH:11]([S:14][C:15](=[O:16])[CH3:17])[CH2:12][O:13]1.[O:28]1[CH2:29][CH2:30][CH2:31][CH2:32]1>>[O:1]([c:2]1[cH:3][cH:4][cH:5][cH:6][cH:7]1)[CH2:8][CH:9]1[CH2:10][CH:11]([SH:14])[CH2:12][O:13]1. Reactants: COC=1C=C2C=CC(=CC2=CC1)C=1N=C(NC1C1=CC=NC=C1)C(CN)(C)C (2-(4-(6-methoxy-napthalen-2-yl)-5-pyridin-4-yl-1H-imidazol-2-yl)-2-methyl-propylamine), C(CCC)=O (butyraldehyde). RXN SMILES: [CH3:1][O:2][C:3]1[CH:4]=[C:5]2[C:10](=[CH:11][CH:12]=1)[CH:9]=[C:8]([C:13]1[N:14]=[C:15]([C:24]([CH3:28])([CH3:27])[CH2:25][NH2:26])[NH:16][C:17]=1[C:18]1[CH:23]=[CH:22][N:21]=[CH:20][CH:19]=1)[CH:7]=[CH:6]2.[CH:29](=O)[CH2:30][CH2:31][CH3:32]>>[CH2:29]([N:26]([CH2:4][CH2:3][CH2:12][CH3:11])[CH2:25][C:24]([C:15]1[NH:16][C:17]([C:18]2[CH:23]=[CH:22][N:21]=[CH:20][CH:19]=2)=[C:13]([C:8]2[CH:7]=[CH:6][C:5]3[C:10](=[CH:11][CH:12]=[C:3]([O:2][CH3:1])[CH:4]=3)[CH:9]=2)[N:14]=1)([CH3:28])[CH3:27])[CH2:30][CH2:31][CH3:32]. Isolated yield 47.0%. Yields the product C(CCC)N(CC(C)(C)C=1NC(=C(N1)C1=CC2=CC=C(C=C2C=C1)OC)C1=CC=NC=C1)CCCC (Bis-n-butyl-(2-(4-(6-methoxy-napthalen-2-yl)-5-pyridin-4-yl-1H-imidazol-2-yl)-2-methyl-propyl)-amine). Procedure: The title compound (12 mg, 47%) was prepared starting from the product of Example 2 and butyraldehyde using the method described in Example 25; MS(ES) m/e 485 [M+H]+. Reactants: N(=[N+]=[N-])CCC/1=CN(S\C1=N/C(C1=C(C=CC(=C1)Cl)OC)=O)C(C)(C)C (N-[(5Z)-4-(2-azidoethyl)-2-tert-butylisothiazol-5(2H)-ylidene]-5-chloro-2-methoxybenzamide). The reagents and catalysts are [Pd] (Pd/C). The solvent is CCO (EtOH). Yields the product NCCC/1=CN(S\C1=N/C(C1=C(C=CC(=C1)Cl)OC)=O)C(C)(C)C (N-[(5Z)-4-(2-aminoethyl)-2-tert-butylisothiazol-5(2H)-ylidene]-5-chloro-2-methoxybenzamide). Yield: 90.6%. As a reaction SMILES: [N:1]([CH2:4][CH2:5][C:6]1=[CH:7][N:8]([C:23]([CH3:26])([CH3:25])[CH3:24])[S:9]/[C:10]/1=[N:11]\[C:12](=[O:22])[C:13]1[CH:18]=[C:17]([Cl:19])[CH:16]=[CH:15][C:14]=1[O:20][CH3:21])=[N+]=[N-]>CCO.[Pd]>[NH2:1][CH2:4][CH2:5][C:6]1=[CH:7][N:8]([C:23]([CH3:26])([CH3:25])[CH3:24])[S:9]/[C:10]/1=[N:11]\[C:12](=[O:22])[C:13]1[CH:18]=[C:17]([Cl:19])[CH:16]=[CH:15][C:14]=1[O:20][CH3:21]. Procedure: The product from Example 14 (70 mg, 0.18 mmol) in EtOH (10 mL) was treated with Pd/C (10 mg) under a hydrogen balloon for 3 hrs. The Pd/C was filtered off and washed with EtOH. The filtrate was concentrated to afford 60 mg (91%) of the title compound. 1H NMR (500 MHz, CDCl3) δ ppm 1.68 (s, 9H) 3.08 (dd, J=5.80, 4.88 Hz, 2H) 3.27 (dd, J=5.19 Hz, 2H) 3.92 (s, 3H) 6.94 (d, J=8.85 Hz, 1H) 7.37 (dd, J=8.85, 2.75 Hz, 1H) 7.97 (d, J=2.75 Hz, 1H) 8.03 (s, 1H); MS (DCI/NH4+) m/z 368 (M+H)+. Reactants: [H-].[H-].[H-].[H-].[Li+].[Al+3] (LiAlH4), FC1=C(C=CC=C1)C1(CCOCC1)C#N (4-(2-fluoro-phenyl)-tetrahydro-pyran-4-carbonitrile), [C@@H]([C@H](C(=O)[O-])O)(C(=O)[O-])O.[Na+].[K+] (Rochelle's salt). The solvent is C(OC)COC (dimethoxyethane). Yields the product O1CCC2(CC1)CNC1=CC=CC=C12 (Spiro[indoline-3,4′-tetrahydro-pyran]). Isolated yield 45.3%. As a reaction SMILES: [H-].[H-].[H-].[H-].[Li+].[Al+3].F[C:8]1[CH:13]=[CH:12][CH:11]=[CH:10][C:9]=1[C:14]1([C:20]#[N:21])[CH2:19][CH2:18][O:17][CH2:16][CH2:15]1.[C@H](O)(C([O-])=O)[C@@H](O)C([O-])=O.[Na+].[K+]>C(COC)OC>[O:17]1[CH2:18][CH2:19][C:14]2([C:9]3[C:10](=[CH:11][CH:12]=[CH:13][CH:8]=3)[NH:21][CH2:20]2)[CH2:15][CH2:16]1 |f:0.1.2.3.4.5,7.8.9|. Procedure: Add LiAlH4 (398 mg, 10.5 mmol) to a solution of 4-(2-fluoro-phenyl)-tetrahydro-pyran-4-carbonitrile (1.39 g, 6.77 mmol) in dimethoxyethane (25 mL). Stir the solution at reflux overnight then add aq. Satd Rochelle's salt solution (30 mL) and stir for an additional 1 h at RT. Extract the mixture with CH2Cl2 (3×30 mL). Combine the organic extracts and wash with additional aq satd Rochelle's salt solution (30 mL) and brine (30 mL). Dry, filter and concentrate the organic solution then purify the cru... Reactants: CDCl3,300, compound, N (NH3), compound, CC1=CC=C(C=N1)OC[C@H]1NCCC1 (6-methyl-3-(2-(S)-pyrrolidinylmethoxy)pyridine), C(Cl)(Cl)Cl (CHCl3). The product is CC1=CC=C(C=N1)OC[C@@H]1N(CCC1)C (6methyl-3-((1-methyl-2-(R)-pyrrolidinyl)methoxy)pyridine). RXN SMILES: [CH3:1][C:2]1[N:7]=[CH:6][C:5]([O:8][CH2:9][C@@H:10]2[CH2:14][CH2:13][CH2:12][NH:11]2)=[CH:4][CH:3]=1.N.[CH:16](Cl)(Cl)Cl>>[CH3:1][C:2]1[N:7]=[CH:6][C:5]([O:8][CH2:9][C@H:10]2[CH2:14][CH2:13][CH2:12][N:11]2[CH3:16])=[CH:4][CH:3]=1. Procedure details: The title compound was prepared from the compound of step 36a in a manner similar to compound 18b TLC Rf =0.17 (10%MeOHI/CHCl3). MS (DCI/NH3) and 1H NMR (CDCl3,300 MHz) are similar to the compound of step 18b Starting materials: O=P12OP3(=O)OP(=O)(O1)OP(=O)(O2)O3 (P2O5), ClC=1C=C(C=CC1F)C1(CCOCC1)C(=O)C(C(=O)OCC)C(=O)OCC (Diethyl 2-(4-(3-chloro-4-fluorophenyl)-tetrahydro-pyran-4-carbonyl)malonate). Solvent: C(C)OCC (diethyl ether), OS(=O)(=O)O (H2SO4). Reaction conditions: temperature 0 celsius, time 1.5 hour. Product: ClC1=C(C=C2C(=C(C(C3(CCOCC3)C2=C1)=O)C(=O)OCC)O)F (Ethyl 7-chloro-6-fluoro-4-hydroxy-2-oxo-2′,3′,5′,6′-tetrahydro-spiro[naphthalene-1,4′-pyran]-3-carboxylate). The yield is 75.8%. RXN SMILES: O=P12OP3(OP(OP(O3)(O1)=O)(=O)O2)=O.[Cl:15][C:16]1[CH:17]=[C:18]([C:23]2([C:29]([CH:31]([C:37]([O:39][CH2:40][CH3:41])=[O:38])[C:32](OCC)=[O:33])=[O:30])[CH2:28][CH2:27][O:26][CH2:25][CH2:24]2)[CH:19]=[CH:20][C:21]=1[F:22]>OS(O)(=O)=O.C(OCC)C>[Cl:15][C:16]1[CH:17]=[C:18]2[C:19]([C:32]([OH:33])=[C:31]([C:37]([O:39][CH2:40][CH3:41])=[O:38])[C:29](=[O:30])[C:23]32[CH2:24][CH2:25][O:26][CH2:27][CH2:28]3)=[CH:20][C:21]=1[F:22]. Procedure: P2O5 (1.4 g) was suspended in H2SO4 (3.34 mL), and the mixture was cooled to 0° C. Diethyl 2-(4-(3-chloro-4-fluorophenyl)-tetrahydro-pyran-4-carbonyl)malonate (1.43 g, 3.57 mmol) was then added dropwise, and the resulting mixture was stirred for 1.5 hours. The reaction mixture was allowed to warm to ambient temperature and stirred for 5 hours. The reaction mixture was then poured into a beaker of ice, diluted with 200 mL of diethyl ether, added to a separatory funnel, partitioned with water, was... Run in O1CCCC1 (tetrahydrofuran), O1CCCC1 (tetrahydrofuran). As a reaction SMILES: [CH:1]1([O:6][C:7]2[CH:21]=[CH:20][CH:19]=[CH:18][C:8]=2[CH2:9]P(=O)(OCC)OCC)[CH2:5][CH2:4][CH2:3][CH2:2]1.CC(C)([O-])C.[K+].[CH3:28][O:29][C:30]1[C:35]([CH2:36][N:37]2[CH2:42][CH2:41][CH:40]([CH:43]=O)[CH2:39][CH2:38]2)=[CH:34][CH:33]=[CH:32][N:31]=1>O1CCCC1>[CH3:28][O:29][C:30]1[C:35]([CH2:36][N:37]2[CH2:42][CH2:41][CH:40](/[CH:43]=[CH:9]/[C:8]3[CH:18]=[CH:19][CH:20]=[CH:21][C:7]=3[O:6][CH:1]3[CH2:2][CH2:3][CH2:4][CH2:5]3)[CH2:39][CH2:38]2)=[CH:34][CH:33]=[CH:32][N:31]=1 |f:1.2|. Isolated yield 56.5%. The product is COC1=NC=CC=C1CN1CCC(CC1)\C=C\C1=C(C=CC=C1)OC1CCCC1 (1-[(2-Methoxy-3-pyridinyl)methyl]-4-[(E)-2-[2-(cyclopentyloxy)phenyl]-1-ethenyl]piperidine). Procedure: 786 mg of diethyl 2-(cyclopentyloxy)benzylphosphonate was dissolved in 10 ml of tetrahydrofuran. To the mixture was added 281 mg of potassium tert-butoxide, followed by stirring for 15 minutes under ice-cooling. A solution of 500 mg of 1-[(2-methoxy-3-pyridinyl)methyl]-4-piperidinecarboxaldehyde dissolved in 3 ml of tetrahydrofuran was added dropwise thereinto, followed by stirring at room temperature for 2 hours. Ice water was added to the reaction solution, and the mixture was extracted with e... Reaction conditions: time 15 minute. Reactants: COC1=NC=CC=C1CN1CCC(CC1)C=O (1-[(2-methoxy-3-pyridinyl)methyl]-4-piperidinecarboxaldehyde), Ice water, C1(CCCC1)OC1=C(CP(OCC)(OCC)=O)C=CC=C1 (diethyl 2-(cyclopentyloxy)benzylphosphonate), CC(C)([O-])C.[K+] (potassium tert-butoxide). Reactants: C(C)(C)C=1C=CC(=C(C1)C=1C(=CC(=CC1)C(F)(F)F)C=O)OC (5′-isopropyl-2′-methoxy-4-(trifluoromethyl)biphenyl-2-carbaldehyde), C[Si](C)(C)C#N (trimethylsilyl cyanide). Reagents/catalysts: [Zn+2].[I-].[I-] (ZnI2). The solvent is C(Cl)Cl (CH2Cl2). Run at time 3 hour. Yields the product NCC(O)C1=C(C=CC(=C1)C(F)(F)F)C1=C(C=CC(=C1)C(C)C)OC (2-amino-1-[5′-isopropyl-2′-methoxy-4-(trifluoromethyl)biphenyl-2-yl]ethanol). RXN SMILES: [CH:1]([C:4]1[CH:5]=[CH:6][C:7]([O:22][CH3:23])=[C:8]([C:10]2[C:11]([CH:20]=[O:21])=[CH:12][C:13]([C:16]([F:19])([F:18])[F:17])=[CH:14][CH:15]=2)[CH:9]=1)([CH3:3])[CH3:2].C[Si]([C:28]#[N:29])(C)C>C(Cl)Cl.[Zn+2].[I-].[I-]>[NH2:29][CH2:28][CH:20]([C:11]1[CH:12]=[C:13]([C:16]([F:17])([F:18])[F:19])[CH:14]=[CH:15][C:10]=1[C:8]1[CH:9]=[C:4]([CH:1]([CH3:3])[CH3:2])[CH:5]=[CH:6][C:7]=1[O:22][CH3:23])[OH:21] |f:3.4.5|. Procedure details: To a solution of 0.679 g of 5′-isopropyl-2′-methoxy-4-(trifluoromethyl)biphenyl-2-carbaldehyde in 1.5 mL of CH2Cl2 was added ca. 5 mg of ZnI2, then 0.23 g of trimethylsilyl cyanide. The mixture was stirred at room temperature for 3 h, and then partitioned between 15 mL of water and 10 mL of Et2O. The aqueous phase was extracted with 2×10 mL of Et2O. The combined organics were dried over Na2SO4 and concentrated. The residue was dissolved in 15 mL of Et2O and cooled to 0° C. A 1-M solution of LiAl...